Dataset: the Open Reaction Database (ORD), a public repository of structured organic reaction records. Task: describe an organic reaction: reactants, conditions, products, and yield Reactants: BrC1=C(C=CC(=C1)Cl)CC#N (2-(2-bromo-4-chlorophenyl)acetonitrile), O1CCCC1 (tetrahydrofuran). Run in B (borane), solution. The product is ClC1=CC(=C(C=C1)CCN)OC (2-(4-chloro-2-methoxyphenyl)ethanamine). RXN SMILES: Br[C:2]1[CH:7]=[C:6]([Cl:8])[CH:5]=[CH:4][C:3]=1[CH2:9][C:10]#[N:11].[O:12]1CCC[CH2:13]1>B>[Cl:8][C:6]1[CH:5]=[CH:4][C:3]([CH2:9][CH2:10][NH2:11])=[C:2]([O:12][CH3:13])[CH:7]=1. Procedure details: A portion of 2-(2-bromo-4-chlorophenyl)acetonitrile (7.1 g; 39.1 mmol) was directly dissolved in borane solution (78.2 mL of a 1.0 M solution in tetrahydrofuran; 78.2 mmol), and the resulting solution was stirred and heated to reflux. After refluxing for a total of 90 minutes, the heat was removed and the solution was allowed to cool for a few minutes, and then 16 mL of methanol was carefully added to quench the solution. The resulting solution was again heated to reflux for 30 minutes. The solv... Starting materials: CO, CCOC(C)=O, O=C(O)Cc1cc2cccnc2cc1F. Yields the product COC(=O)Cc1cc2cccnc2cc1F. As a reaction SMILES: [CH3:16][OH:17].[CH3:18][CH2:19][O:20][C:21](=[O:22])[CH3:23].[F:1][c:2]1[c:3]([CH2:12][C:13](=[O:14])[OH:15])[cH:4][c:5]2[cH:6][cH:7][cH:8][n:9][c:10]2[cH:11]1>>[F:1][c:2]1[c:3]([CH2:12][C:13]([O:14][CH3:16])=[O:15])[cH:4][c:5]2[cH:6][cH:7][cH:8][n:9][c:10]2[cH:11]1.